This data is from the Open Reaction Database (ORD), a public repository of structured organic reaction records. The task is: describe an organic reaction: reactants, conditions, products, and yield Starting materials: C(#CCC)Br (butynyl bromide), C1(=CC=CC=C1)C(C(=O)O)(O)C1=CC=CC=C1 (α-phenyl-α-hydroxyphenylacetic acid), sodium hydride-paraffin. Solvent: CN(C=O)C (dimethylformamide), CN(C=O)C (dimethylformamide), ice water. Reaction conditions: time 1 hour. Product: C1(=CC=CC=C1)C(C(=O)OC#CCC)(OC#CCC)C1=CC=CC=C1 (1-butynyl α-phenyl-α-(1-butynyloxy)phenylacetate). The yield is 122.1%. Reaction SMILES: [C:1]1([C:7]([C:12]2[CH:17]=[CH:16][CH:15]=[CH:14][CH:13]=2)([OH:11])[C:8]([OH:10])=[O:9])[CH:6]=[CH:5][CH:4]=[CH:3][CH:2]=1.[C:18](Br)#[C:19][CH2:20][CH3:21]>CN(C)C=O>[C:1]1([C:7]([C:12]2[CH:17]=[CH:16][CH:15]=[CH:14][CH:13]=2)([O:11][C:2]#[C:1][CH2:6][CH3:5])[C:8]([O:10][C:18]#[C:19][CH2:20][CH3:21])=[O:9])[CH:2]=[CH:3][CH:4]=[CH:5][CH:6]=1. Procedure details: Into a suspension of 1.5 g of 66% sodium hydride-paraffin in 20 cc of dimethylformamide was added a solution of 4.5 g of α-phenyl-α-hydroxyphenylacetic acid in 10 cc of dimethylformamide under cooling, and the mixture was stirred for 1 hour. Successively, 5.8 g of butynyl bromide was added thereto and the stirring was continued for 1 hour. The reaction mixture was poured in ice-water, and the resultant was subjected to extraction with ether. The ether extract was washed with an aqueous solution ... Starting materials: N(=C=O)C1=CC=C(C(=O)Cl)C=C1 (4-isocyanatobenzoyl chloride), C(C1=CC=CC=C1)N1CC2(CC1)CNCC2 (2-benzyl-2,7-diazaspiro[4,4]nonane), C(C)(C)N(CC)C(C)C (diisopropylethylamine), C([O-])([O-])=O (Carbonate), resin, NC=1C=C(C=CC1NC(OC(C)(C)C)=O)C1=CC=CC=C1 (Tert-butyl (3-aminobiphenyl-4-yl)carbamate). Run in ClCCl (dichloromethane). Run at time 30 minute. Product: NC1=C(C=C(C=C1)C1=CC=CC=C1)NC(=O)C1=CC=C(C=C1)NC(=O)N1CC2(CC1)CN(CC2)CC2=CC=CC=C2 (N-(4-{[(4-aminobiphenyl-3-yl)amino]carbonyl}phenyl)-7-benzyl-2,7-diazaspiro[4.4]nonane-2-carboxamide). Reaction SMILES: [N:1]([C:4]1[CH:12]=[CH:11][C:7]([C:8](Cl)=[O:9])=[CH:6][CH:5]=1)=[C:2]=[O:3].[CH2:13]([N:20]1[CH2:24][CH2:23][C:22]2([CH2:28][CH2:27][NH:26][CH2:25]2)[CH2:21]1)[C:14]1[CH:19]=[CH:18][CH:17]=[CH:16][CH:15]=1.[NH2:29][C:30]1[CH:31]=[C:32]([C:44]2[CH:49]=[CH:48][CH:47]=[CH:46][CH:45]=2)[CH:33]=[CH:34][C:35]=1[NH:36]C(=O)OC(C)(C)C.C(N(C(C)C)CC)(C)C.C(=O)([O-])[O-]>ClCCl>[NH2:36][C:35]1[CH:34]=[CH:33][C:32]([C:44]2[CH:49]=[CH:48][CH:47]=[CH:46][CH:45]=2)=[CH:31][C:30]=1[NH:29][C:8]([C:7]1[CH:11]=[CH:12][C:4]([NH:1][C:2]([N:26]2[CH2:27][CH2:28][C:22]3([CH2:23][CH2:24][N:20]([CH2:13][C:14]4[CH:15]=[CH:16][CH:17]=[CH:18][CH:19]=4)[CH2:21]3)[CH2:25]2)=[O:3])=[CH:5][CH:6]=1)=[O:9]. Procedure details: To a solution of stirring 4-isocyanatobenzoyl chloride (50 mg, 0.275 mmol) in 3 mL of dichloromethane was added 2-benzyl-2,7-diazaspiro[4,4]nonane (60 mg, 0.275 mmol) slowly over a period of 10 minutes. The reaction mixture was allowed to stir for 30 min. at room temperature. Tert-butyl (3-aminobiphenyl-4-yl)carbamate (78.2 mg, 0.275 mmol) was then added, followed by the addition of diisopropylethylamine (48 μL, 0.275 mmol). The reaction mixture was allowed to stir for 1 hour at room temperature... The reactants are B, CSC, CO, CC(C)c1ccc(C(C)C#N)cc1, Cl, C1CCOC1. Product: CC(C)c1ccc(C(C)CN)cc1, Cl. RXN SMILES: [BH3:17].[CH3:14][S:15][CH3:16].[CH3:24][OH:25].[CH:1]([CH3:2])([CH3:3])[c:4]1[cH:5][cH:6][c:7]([CH:10]([C:11]#[N:12])[CH3:13])[cH:8][cH:9]1.[ClH:18].[O:19]1[CH2:20][CH2:21][CH2:22][CH2:23]1>>[CH:1]([CH3:2])([CH3:3])[c:4]1[cH:5][cH:6][c:7]([CH:10]([CH2:11][NH2:12])[CH3:13])[cH:8][cH:9]1.[ClH:18]. Reactants: O[C@H]1CN([C@@H]2C(N([C@H]12)CC1=CC(=C(C=C1)OC)OC)=O)C(=O)OCC1=CC=CC=C1 (benzyl (1S,4S,5S)-4-hydroxy -6-(3,4-dimethoxybenzyl)-7-oxo-2,6-diazabicyclo-[3.2.0]heptane-2-carboxylate), [Na].O=C1N([C@@H]2CCN([C@H]12)C(=O)OCC1=CC=CC=C1)S(=O)(=O)O (Benzyl (1S,5R)-7-oxo-6-sulpho-2,6-diazabicyclo[3.2.0]-heptane-2-carboxylate sodium salt). Product: O[C@H]1CN([C@@H]2C(N[C@H]12)=O)C(=O)OCC1=CC=CC=C1 (Benzyl (1S,4S,5S)-4-hydroxy-7-oxo-2,6-diazabicyclo-[3.2.0]heptane-2-carboxylate). Reaction SMILES: [OH:1][C@@H:2]1[C@@H:8]2[C@@H:5]([C:6](=[O:20])[N:7]2CC2C=CC(OC)=C(OC)C=2)[N:4]([C:21]([O:23][CH2:24][C:25]2[CH:30]=[CH:29][CH:28]=[CH:27][CH:26]=2)=[O:22])[CH2:3]1.[Na].O=C1[C@@H]2[C@@H](CCN2C(OCC2C=CC=CC=2)=O)N1S(O)(=O)=O>>[OH:1][C@@H:2]1[C@@H:8]2[C@@H:5]([C:6](=[O:20])[NH:7]2)[N:4]([C:21]([O:23][CH2:24][C:25]2[CH:30]=[CH:29][CH:28]=[CH:27][CH:26]=2)=[O:22])[CH2:3]1 |f:1.2,^1:30|. Reported procedure: Benzyl (1S,4S,5S)-4-hydroxy-7-oxo-2,6-diazabicyclo-[3.2.0]heptane-2-carboxylate was prepared from benzyl (1S,4S,5S)-4-hydroxy -6-(3,4-dimethoxybenzyl)-7-oxo-2,6-diazabicyclo-[3.2.0]heptane-2-carboxylate (Example 1) in the same manner as described for benzyl (1S,5R)-7-oxo-2,6-diazabicyclo[3.2.0]heptane-2-carboxylate (Example 1). Reactants: CCCC(C#N)(CCC)C(=O)OCC, CCCN(CCC)CC(=O)OCC. The product is CCCC(CCC)(C(N)=O)C(=O)OCC. Reaction SMILES: [CH2:14]([CH2:15][CH3:16])[C:17]([C:18](=[O:19])[O:20][CH2:21][CH3:22])([CH2:23][CH2:24][CH3:25])[C:26]#[N:27].[CH2:1]([O:3][C:2](=[O:4])[CH2:5][N:6]([CH2:7][CH2:8][CH3:9])[CH2:10][CH2:11][CH3:12])[CH3:13]>>[O:3]=[C:26]([C:17]([CH2:14][CH2:15][CH3:16])([C:18](=[O:19])[O:20][CH2:21][CH3:22])[CH2:23][CH2:24][CH3:25])[NH2:27]. Reaction SMILES: [Cl:24][CH2:25][Cl:26].[S:1]([Cl:2])([Cl:3])=[O:4].[c:5]1([N:15]2[CH2:16][CH2:17][CH:18]([CH2:21][CH2:22][OH:23])[CH2:19][CH2:20]2)[n:6][cH:7][cH:8][c:9]2[cH:10][cH:11][cH:12][cH:13][c:14]12>>[Cl:3][CH2:22][CH2:21][CH:18]1[CH2:17][CH2:16][N:15]([c:5]2[n:6][cH:7][cH:8][c:9]3[cH:10][cH:11][cH:12][cH:13][c:14]23)[CH2:20][CH2:19]1. Product: ClCCC1CCN(c2nccc3ccccc23)CC1. Starting materials: ClCCl, O=S(Cl)Cl, OCCC1CCN(c2nccc3ccccc23)CC1. Reactants: CC(=O)O, COc1ccc(-c2cc(=O)c3ccccc3o2)nc1, I, O. Yields the product O=c1cc(-c2ccc(O)cn2)oc2ccccc12. RXN SMILES: [C:21]([OH:22])(=[O:23])[CH3:24].[CH3:1][O:2][c:3]1[cH:4][cH:5][c:6](-[c:9]2[o:10][c:11]3[cH:12][cH:13][cH:14][cH:15][c:16]3[c:17](=[O:19])[cH:18]2)[n:7][cH:8]1.[IH:20].[OH2:25]>>[OH:2][c:3]1[cH:4][cH:5][c:6](-[c:9]2[o:10][c:11]3[cH:12][cH:13][cH:14][cH:15][c:16]3[c:17](=[O:19])[cH:18]2)[n:7][cH:8]1. The reactants are N1CCNCC1 (piperazine), 4-piperazine, 4-piperazinylpyrimido[4,5-b]indoles, benzofuranopyrimidines, benzothieno[3,2-d]pyrimidines, N1=CN=CC2=CC=CC=C12 (quinazoline), C(C1=CC=2OCOC2C=C1)N (Piperonylamine), C=1C=NC(=NC1)NS(=O)(=O)C=2C=CC(=CC2)N (sulfadiazine), C(=S)(Cl)Cl (thiophosgene). Run in N1=CC=CC=C1 (pyridine), O1CCOCC1 (dioxane), ClCCl (dichloromethane). Reaction conditions: time 4 hour. The product is N1=CN=CC2=CC=CC=C12 (quinazoline), 1c, [Cl-].N1=C(N=CC=C1)NS(=O)(=O)C1=CC=C(C=C1)NC=S (N-Pyrimidin-2-yl-4-thioformylamino-benzenesulfonamide chloride). As a reaction SMILES: [N:1]1[C:10]2[C:5](=[CH:6][CH:7]=[CH:8][CH:9]=2)[CH:4]=[N:3][CH:2]=1.N1CCNCC1.C(N)C1C=CC2OCOC=2C=1.[CH:28]1[CH:29]=[N:30][C:31]([NH:34][S:35]([C:38]2[CH:39]=[CH:40][C:41]([NH2:44])=[CH:42][CH:43]=2)(=[O:37])=[O:36])=[N:32][CH:33]=1.[C:45](Cl)([Cl:47])=[S:46]>N1C=CC=CC=1.O1CCOCC1.ClCCl>[N:1]1[C:10]2[C:5](=[CH:6][CH:7]=[CH:8][CH:9]=2)[CH:4]=[N:3][CH:2]=1.[Cl-:47].[N:30]1[CH:29]=[CH:28][CH:33]=[N:32][C:31]=1[NH:34][S:35]([C:38]1[CH:43]=[CH:42][C:41]([NH:44][CH:45]=[S:46])=[CH:40][CH:39]=1)(=[O:37])=[O:36] |f:9.10|. Procedure: The synthesis of 4-piperazinylpyrimido[4,5-b]indoles (1b), benzofuranopyrimidines (2b), benzothieno[3,2-d]pyrimidines (3b), and quinazoline (4b) derivatives is depicted in FIG. 20. 4-Chloro-tricyclic and quinazoline building blocks (1a-4a) were synthesized using literature methods. (Pandey, A., et al., J. Med. Chem. 2002, 45:3772-93;Matsuno, K., et al., J. Med. Chem. 2002, 45:3057-66;Matsuno, K., et al., J. Med. Chem. 2002, 45:4513-23;and Venugopalan, B., et al., J. Heterocycl. Chem. 1988, 25:16... The reactants are Nc1ncccc1-c1noc(Cc2ccc(OCc3ccccc3)cc2)n1, O=C(O)C(F)(F)F, [Na+], O, O=C([O-])O, CSc1ccccc1. Yields the product Nc1ncccc1-c1noc(Cc2ccc(O)cc2)n1. Reaction SMILES: [CH2:8]([c:9]1[cH:10][cH:11][cH:12][cH:13][cH:14]1)[O:15][c:16]1[cH:17][cH:18][c:19]([CH2:20][c:21]2[n:22][c:23](-[c:26]3[c:27]([NH2:32])[n:28][cH:29][cH:30][cH:31]3)[n:24][o:25]2)[cH:33][cH:34]1.[F:1][C:2]([F:3])([F:4])[C:5]([OH:6])=[O:7].[Na+:43].[OH2:48].[OH:44][C:45](=[O:46])[O-:47].[c:35]1([S:36][CH3:37])[cH:38][cH:39][cH:40][cH:41][cH:42]1>>[OH:15][c:16]1[cH:17][cH:18][c:19]([CH2:20][c:21]2[n:22][c:23](-[c:26]3[c:27]([NH2:32])[n:28][cH:29][cH:30][cH:31]3)[n:24][o:25]2)[cH:33][cH:34]1. The reactants are resultant mixture, complex ( 4 ), C1(=CC=CC=C1)S(=O)C (racemic phenylmethylsulfoxide), OO (hydrogen peroxide). Run in O (water), O (Water). Conditions: temperature 20 celsius, time 10 minute. The product is C1(=CC=CC=C1)S(=O)(=O)C (phenylmethylsulfone). Yield: 21.0%. RXN SMILES: [C:1]1([S:7]([CH3:9])=[O:8])[CH:6]=[CH:5][CH:4]=[CH:3][CH:2]=1.[OH:10]O>O>[C:1]1([S:7]([CH3:9])(=[O:10])=[O:8])[CH:6]=[CH:5][CH:4]=[CH:3][CH:2]=1. Procedure details: A complex (4) (1.9 mg, 1 mol %) was weighed out in a Schlenk flask, to which racemic phenylmethylsulfoxide (28 mg, 0.2 mmol) was added. Water (0.5 mL) was added, followed by stirring for 10 minutes at 20° C. A 30% hydrogen peroxide solution (9 μL, 0.4 eq) was added, followed by stirring the resultant mixture for 3 hours at room temperature. To the reaction mixture, water (5 mL) was added, followed by extraction using ethyl acetate. An organic phase was dried over anhydrous sodium sulfate, follow...